This data is from the Open Reaction Database (ORD), a public repository of structured organic reaction records. The task is: describe an organic reaction: reactants, conditions, products, and yield Starting materials: BrC1=CC(=C(C=C1)S(=O)(=O)C1=CC=CC=C1)C(F)(F)F (4-bromo-1-(phenylsulfonyl)-2-(trifluoromethyl)benzene), FC=1C=CC(=C(C1)B(O)O)OC (5-fluoro-2-methoxybenzene boronic acid). Yields the product C1(=CC=CC=C1)S(=O)(=O)C1=C(C=C(C=C1)C1=C(C=CC(=C1)F)OC)C(F)(F)F (5′-fluoro-2′-methoxy-3-(trifluoromethyl)biphenyl-4-yl phenyl sulfone). RXN SMILES: Br[C:2]1[CH:7]=[CH:6][C:5]([S:8]([C:11]2[CH:16]=[CH:15][CH:14]=[CH:13][CH:12]=2)(=[O:10])=[O:9])=[C:4]([C:17]([F:20])([F:19])[F:18])[CH:3]=1.[F:21][C:22]1[CH:23]=[CH:24][C:25]([O:31][CH3:32])=[C:26](B(O)O)[CH:27]=1>>[C:11]1([S:8]([C:5]2[CH:6]=[CH:7][C:2]([C:24]3[CH:23]=[C:22]([F:21])[CH:27]=[CH:26][C:25]=3[O:31][CH3:32])=[CH:3][C:4]=2[C:17]([F:20])([F:19])[F:18])(=[O:10])=[O:9])[CH:16]=[CH:15][CH:14]=[CH:13][CH:12]=1. Procedure details: The subtitle compound was prepared by the method of example 2 step (ii) using the product of step (i) and 5-fluoro-2-methoxybenzene boronic acid. The reactants are ClC1=C(C(=O)N=C=O)C(=CC=C1)Cl (2,6-dichlorobenzoyl isocyanate), COC=1C=C(C=CC1C(=O)OC)NNC(=O)OC(C)(C)C (tert-butyl 2-(3-methoxy-4-(methoxycarbonyl)phenyl)hydrazinecarboxylate). Solvent: C(Cl)Cl (DCM). Yields the product ClC1=C(C(=O)NC(=O)N(NC(=O)OC(C)(C)C)C2=CC(=C(C=C2)C(=O)OC)OC)C(=CC=C1)Cl (tert-butyl 2-((2,6-dichlorobenzoyl)carbamoyl)-2-(3-methoxy-4-(methoxycarbonyl)phenyl)hydrazinecarboxylate). The yield is 86.6%. As a reaction SMILES: [Cl:1][C:2]1[CH:12]=[CH:11][CH:10]=[C:9]([Cl:13])[C:3]=1[C:4]([N:6]=[C:7]=[O:8])=[O:5].[CH3:14][O:15][C:16]1[CH:17]=[C:18]([NH:26][NH:27][C:28]([O:30][C:31]([CH3:34])([CH3:33])[CH3:32])=[O:29])[CH:19]=[CH:20][C:21]=1[C:22]([O:24][CH3:25])=[O:23]>C(Cl)Cl>[Cl:1][C:2]1[CH:12]=[CH:11][CH:10]=[C:9]([Cl:13])[C:3]=1[C:4]([NH:6][C:7]([N:26]([C:18]1[CH:19]=[CH:20][C:21]([C:22]([O:24][CH3:25])=[O:23])=[C:16]([O:15][CH3:14])[CH:17]=1)[NH:27][C:28]([O:30][C:31]([CH3:34])([CH3:33])[CH3:32])=[O:29])=[O:8])=[O:5]. Procedure details: The title compound was prepared according to the procedure described in step-1 of Intermediate-9 by using 2,6-dichlorobenzoyl isocyanate (1.0 g, 3.38 mmol), tert-butyl 2-(3-methoxy-4-(methoxycarbonyl)phenyl)hydrazinecarboxylate (Intermediate-14, 0.805 g, 3.72 mmol) and DCM (20 mL) to afford 1.5 g of desired product. 1H NMR (300 MHz, DMSO d6): δ 1.42 (s, 9H), 3.76 (s, 6H), 6.99 (d, J=6.0 Hz, 1H), 7.10 (s, 1H), 7.60-7.37 (m, 3H), 7.67 (d, J=7.8 Hz, 1H), 9.86 (br s, 1H), 11.30 (br s, 1H). Starting materials: COC(CCCCCCCC1OC(CC1)C=CC(CCCCC)=O)=O (8-[5-(3-Oxo-1-octenyl)-tetrahydro-2-furyl]-octanoic acid methyl ester). Reagents/catalysts: [Ni] (Raney nickel). The solvent is CO (methanol). Yields the product COC(CCCCCCCC1OC(CC1)CCC(CCCCC)=O)=O (8-[5-(3-Oxooctyl)-tetrahydro-2-furyl]-octanoic acid methyl ester). Yield: 84.9%. RXN SMILES: [CH3:1][O:2][C:3](=[O:25])[CH2:4][CH2:5][CH2:6][CH2:7][CH2:8][CH2:9][CH2:10][CH:11]1[CH2:15][CH2:14][CH:13]([CH:16]=[CH:17][C:18](=[O:24])[CH2:19][CH2:20][CH2:21][CH2:22][CH3:23])[O:12]1>[Ni].CO>[CH3:1][O:2][C:3](=[O:25])[CH2:4][CH2:5][CH2:6][CH2:7][CH2:8][CH2:9][CH2:10][CH:11]1[CH2:15][CH2:14][CH:13]([CH2:16][CH2:17][C:18](=[O:24])[CH2:19][CH2:20][CH2:21][CH2:22][CH3:23])[O:12]1. Procedure details: III (3.52 g, 0.0100 mole) methanol (50 ml), and Raney nickel (0.5 g) were stirred under hydrogen at a pressure of 1 atmosphere, until absorption stopped. After filtration, the solvent was removed from a water bath (60° C, 10 mm Hg). The residual light yellowish oil (3.60 g) was distilled under reduced pressure to give 3.01 g (85%) of VIII as a light yellowish oil, b0.03 165°-176° C, nD25 1.4608. Starting materials: N12CC3[C@@H](C(CC(C1)C3)C2)N ((4s)-1-azatricyclo[3.3.1.13,7]dec-4-ylamine), FC(OC=1C=C(C(=O)O)C=CC1)(F)F (3-trifluoromethoxybenzoic acid), N (NH3). Product: N12CC3[C@@H](C(CC(C1)C3)C2)NC(C2=CC(=CC=C2)OC(F)(F)F)=O (N-[(4s)-1-Azatricyclo[3.3.1.13,7]dec-4-yl]-3-trifluoromethoxybenzamide). Reaction SMILES: [N:1]12[CH2:10][CH:5]3[CH2:6][CH:7]([CH2:9][CH:3]([C@@H:4]3[NH2:11])[CH2:2]1)[CH2:8]2.[F:12][C:13]([F:25])([F:24])[O:14][C:15]1[CH:16]=[C:17]([CH:21]=[CH:22][CH:23]=1)[C:18](O)=[O:19].N>>[N:1]12[CH2:10][CH:5]3[CH2:6][CH:7]([CH2:9][CH:3]([C@@H:4]3[NH:11][C:18](=[O:19])[C:17]3[CH:21]=[CH:22][CH:23]=[C:15]([O:14][C:13]([F:12])([F:24])[F:25])[CH:16]=3)[CH2:2]1)[CH2:8]2. Procedure details: Prepared from (4s)-1-azatricyclo[3.3.1.13,7]dec-4-ylamine and 3-trifluoromethoxybenzoic acid (Aldrich) according to method B; 1H NMR (500 MHz, methanol-d4) δ 1.96 (d, J=13 Hz, 2H), 2.12 (s, 1H), 2.31 (d, J=13 Hz, 2H), 2.40 (s, 2H), 3.50 (s, 2H), 3.60 (s, 4H), 4.40 (s, 1H), 7.45-7.51 (m, 1H), 7.56-7.62 (m, 1H), 7.74 (s, 1H), 7.82-7.87 (m, 1H); MS (APCI/NH3) m/z 341 (M+H)+.